Task: describe an organic reaction: reactants, conditions, products, and yield. Dataset: the Open Reaction Database (ORD), a public repository of structured organic reaction records Starting materials: BrCc1ccccc1, CN(C)C=O, Cl, [H-], [Na+], CC(C)C(O)C(=O)N1CCOCC1. The product is CC(C)C(OCc1ccccc1)C(=O)N1CCOCC1. As a reaction SMILES: [Br:16][CH2:17][c:18]1[cH:19][cH:20][cH:21][cH:22][cH:23]1.[CH3:25][N:26]([CH3:27])[CH:28]=[O:29].[ClH:24].[H-:1].[Na+:2].[OH:3][CH:4]([C:5](=[O:6])[N:7]1[CH2:8][CH2:9][O:10][CH2:11][CH2:12]1)[CH:13]([CH3:14])[CH3:15]>>[O:3]([CH:4]([C:5](=[O:6])[N:7]1[CH2:8][CH2:9][O:10][CH2:11][CH2:12]1)[CH:13]([CH3:14])[CH3:15])[CH2:17][c:18]1[cH:19][cH:20][cH:21][cH:22][cH:23]1. Reactants: CC1=C(C(=O)O)C=C(C(=C1)OC1=CC=CC=C1)C(F)(F)F (2-methyl-4-phenoxy5-trifluoromethylbenzoic acid), CC1=C(C(=O)OC)C=C(C(=C1)OC1=CC=CC=C1)Br (methyl 2-methyl-4-phenoxy-5-bromobenzoate), FC(C(=O)[O-])(F)F.[K+] (potassium trifluoroacetate), NC(=N)N (guanidine), C(=O)(N1C=NC=C1)N1C=NC=C1 (carbonyldiimidazole). The reagents and catalysts are [I-].C[N+](C)(C)C (tetramethylammonium iodide). Yields the product NC(=NC(C1=C(C=C(C(=C1)C(F)(F)F)OC1=CC=CC=C1)C)=O)N (N-diaminomethylene-2-methyl-4-phenoxy-5-trifluoromethylbenzamide). Reaction conditions: time 2 hour. Reaction SMILES: [CH3:1][C:2]1[CH:10]=[C:9]([O:11][C:12]2[CH:17]=[CH:16][CH:15]=[CH:14][CH:13]=2)[C:8]([C:18]([F:21])([F:20])[F:19])=[CH:7][C:3]=1[C:4](O)=[O:5].CC1C=C(OC2C=CC=CC=2)C(Br)=CC=1C(OC)=O.FC(F)(F)C([O-])=O.[K+].C(N1C=CN=C1)(N1C=CN=C1)=O.[NH2:61][C:62]([NH2:64])=[NH:63]>[I-].C[N+](C)(C)C.C1COCC1>[NH2:63][C:62]([NH2:64])=[N:61][C:4](=[O:5])[C:3]1[CH:7]=[C:8]([C:18]([F:21])([F:20])[F:19])[C:9]([O:11][C:12]2[CH:17]=[CH:16][CH:15]=[CH:14][CH:13]=2)=[CH:10][C:2]=1[CH3:1] |f:2.3,6.7|. The solvent is C1CCOC1 (THF). Procedure: A solution of 0.5 g of 2-methyl-4-phenoxy5-trifluoromethylbenzoic acid [obtainable by reaction of methyl 2-methyl-4-phenoxy-5-bromobenzoate with potassium trifluoroacetate in the presence of Cul and tetramethylammonium iodide and subsequent hydrolysis] and 300 mg of carbonyldiimidazole in 15 ml of THF is stirred at room temperature for two hours and then added to 383 mg of guanidine. The mixture is stirred for a further two hours. After customary working up, N-diaminomethylene-2-methyl-4-phenoxy... Run in CN(C=O)C (dimethyl formamide). The product is C1(C=2C(C(N1)=O)=CC=CC2)=O (phthalimide). As a reaction SMILES: NCCC(NC1C(C)=CC=CC=1CC)=O.BrCCC(NC1C(C)=CC(OCCC)=CC=1C)=O.[C:34]1(=[O:44])[NH:38][C:37](=[O:39])[C:36]2=[CH:40][CH:41]=[CH:42][CH:43]=[C:35]12.[K]>CN(C)C=O>[C:34]1(=[O:44])[NH:38][C:37](=[O:39])[C:36]2=[CH:40][CH:41]=[CH:42][CH:43]=[C:35]12 |f:2.3,^1:44|. The reactants are NCCC(=O)NC1=C(C=CC=C1C)CC (3-amino-2'-ethyl-6'-methylpropionanilide), BrCCC(=O)NC1=C(C=C(C=C1C)OCCC)C (3-bromo-2',6'-dimethyl-4'-propoxypropionanilide), C1(C=2C(C(N1)=O)=CC=CC2)=O.[K] (potassium phthalimide). Yield: 88.0%. Reported procedure: This compound was prepared analogously to 3-amino-2'-ethyl-6'-methylpropionanilide of Example 11B from 15.7 g 3-bromo-2',6'-dimethyl-4'-propoxypropionanilide and 10.2 g potassium phthalimide in 50 ml dimethyl formamide. The intermediate phthalimide derivative was obtained in 88% yield. It was decomposed by being suspended in 250 ml 95% alcohol with addition of 4 ml of 64% hydrazine and refluxing for 90 min. A hydrochloride was prepared from the obtained base; m.p. 208°-210.5° C. Starting materials: [Bi]=O (bismuth oxide), zirconia, [Sb]=O (antimony oxide), [Bi]=O (bismuth oxide), [O-2].[Cr+3].[O-2].[O-2].[Cr+3] (chromium oxide). Conditions: time 18 hour. The product is [Bi]=O.[Sb]=O.[O-2].[Cr+3].[O-2].[O-2].[Cr+3] (bismuth oxide antimony oxide chromium oxide). RXN SMILES: [Bi:1]=[O:2].[Sb:3]=[O:4].[O-2].[Cr+3:6].[O-2].[O-2].[Cr+3]>>[Bi:1]=[O:2].[Sb:3]=[O:4].[O-2:2].[Cr+3:6].[O-2:2].[O-2:2].[Cr+3:6] |f:2.3.4.5.6,7.8.9.10.11.12.13,^1:0,2,9,11|. Reported procedure: A bismuth oxide powder (whose average particle size is about 2 to 3 μm) and an antimony oxide powder (whose average particle size is about 2 to 3 μm) were blended at a weight ratio of 85:15. The blended powder was heat treated at a temperature of 550° C. for 5 hrs. in the air. Further, bismuth oxide fine particles (whose average particle size is about 2 to 3 μm) and chromium oxide fine powder (whose average particle size is about 0.5 to 1.5 μm) were mixed at a weight ratio of 75:25. The mixed po... Reactants: ClC1=C(CC2=C3C=4C(=C(N=CC4NC3=CC=C2)C=NO)COC)C=CC=C1 (5-(2-chlorobenzyl)-4-methoxymethyl-β-carboline-3-carbaldehyde-oxime), Cl[O-].[Na+] (sodium hypochlorite), COCC#C (methylpropargylether). Solvent: C(C)(=O)OCC (ethyl acetate), O1CCCC1 (tetrahydrofuran). Conditions: time 20 minute. Yields the product ClC1=C(CC2=C3C=4C(=C(N=CC4NC3=CC=C2)C2=NOC(=C2)COC)COC)C=CC=C1 (5-(2-chlorobenzyl)-4-methoxymethyl-3-(5-methoxymethylisoxazol-3-yl)-β-carboline). Yield: 8.0%. RXN SMILES: [Cl:1][C:2]1[CH:27]=[CH:26][CH:25]=[CH:24][C:3]=1[CH2:4][C:5]1[CH:17]=[CH:16][CH:15]=[C:14]2[C:6]=1[C:7]1[C:8]([CH2:21][O:22][CH3:23])=[C:9]([CH:18]=[N:19][OH:20])[N:10]=[CH:11][C:12]=1[NH:13]2.Cl[O-].[Na+].[CH3:31][O:32][CH2:33][C:34]#[CH:35]>O1CCCC1.C(OCC)(=O)C>[Cl:1][C:2]1[CH:27]=[CH:26][CH:25]=[CH:24][C:3]=1[CH2:4][C:5]1[CH:17]=[CH:16][CH:15]=[C:14]2[C:6]=1[C:7]1[C:8]([CH2:21][O:22][CH3:23])=[C:9]([C:18]3[CH:35]=[C:34]([CH2:33][O:32][CH3:31])[O:20][N:19]=3)[N:10]=[CH:11][C:12]=1[NH:13]2 |f:1.2|. Procedure: 1.06 g (0.0028 mol) of 5-(2-chlorobenzyl)-4-methoxymethyl-β-carboline-3-carbaldehyde-oxime in 25 ml tetrahydrofuran is mixed with 10 ml of sodium hypochlorite solution at 35° C. under argon. After 20 minutes no more initial material can be detected by thin-layer chromatography. 0.32 ml (0.004 mol) of methylpropargylether is instilled at room temperature and it is stirred for 3 more hours. After being left standing overnight it is diluted with ethyl acetate, washed neutral with water, dried and c...